This data is from the Open Reaction Database (ORD), a public repository of structured organic reaction records. The task is: describe an organic reaction: reactants, conditions, products, and yield Starting materials: FC=1C=CC2=C(SC3=C(C(C2)N2CCN(CC2)C)C=C(C=C3)C(C)C)C1 (3-Fluoro-8-isopropyl-10-(4-methylpiperazino)-10,11-dihydrodibenzo (b,f) thiepin), OCCCN1CCNCC1 (1-(3-hydroxypropyl) piperazine), C(Cl)(Cl)Cl (chloroform), oily base, dimaleate. The solvent is C(C)O (ethanol). Yields the product FC=1C=CC2=C(SC3=C(C(C2)N2CCN(CC2)CCCO)C=C(C=C3)C(C)C)C1 (3-Fluoro-10-[4-(3-hydroxypropyl)piperazino]-8-isopropyl-10,11-dihydrodibenzo (b,f) thiepin). Reaction SMILES: [F:1][C:2]1[CH:3]=[CH:4][C:5]2[CH2:11][CH:10]([N:12]3[CH2:17][CH2:16][N:15]([CH3:18])[CH2:14][CH2:13]3)[C:9]3[CH:19]=[C:20]([CH:23]([CH3:25])[CH3:24])[CH:21]=[CH:22][C:8]=3[S:7][C:6]=2[CH:26]=1.[OH:27][CH2:28][CH2:29]CN1CCNCC1.C(Cl)(Cl)Cl>C(O)C>[F:1][C:2]1[CH:3]=[CH:4][C:5]2[CH2:11][CH:10]([N:12]3[CH2:13][CH2:14][N:15]([CH2:18][CH2:29][CH2:28][OH:27])[CH2:16][CH2:17]3)[C:9]3[CH:19]=[C:20]([CH:23]([CH3:24])[CH3:25])[CH:21]=[CH:22][C:8]=3[S:7][C:6]=2[CH:26]=1. Procedure details: A mixture of 4.0 g 10-chloro-3-fluoro-8-isopropyl-10,11-dihydrodibenzo (b,f) thiepin (Example 1), 4.0 g 1-(3-hydroxypropyl) piperazine (T. Zawisa et al., Acta Polon. Pharm. 22, 477, 1965) and 7 ml of chloroform was refluxed for 5 hours and then processed in the manner described in Example 2. 4.4 g (76%) of an oily base which was converted to a crystalline dimaleate, m.p. 106°-108° C. (ethanol) was obtained. Reactants: CN1CCCC1=O, CNC1CCCc2cc(Sc3cccc(F)c3)cc(F)c21, NC(N)=O, O, O=P(O)(O)O. Product: NC(=O)NCC1CCCc2cc(Sc3cccc(F)c3)cc(F)c21. Reaction SMILES: [CH3:32][N:33]1[CH2:34][CH2:35][CH2:36][C:37]1=[O:38].[F:6][c:7]1[cH:8][c:9]([S:19][c:20]2[cH:21][c:22]([F:26])[cH:23][cH:24][cH:25]2)[cH:10][c:11]2[c:16]1[CH:15]([NH:17][CH3:18])[CH2:14][CH2:13][CH2:12]2.[NH2:27][C:28]([NH2:29])=[O:30].[OH2:31].[P:1]([OH:2])([OH:3])([OH:4])=[O:5]>>[F:6][c:7]1[cH:8][c:9]([S:19][c:20]2[cH:21][c:22]([F:26])[cH:23][cH:24][cH:25]2)[cH:10][c:11]2[c:16]1[CH:15]([CH2:32][NH:27][C:28]([NH2:29])=[O:30])[CH2:14][CH2:13][CH2:12]2. Reactants: C(C1=CC=CC=C1)OC=1C(C=C(NC1)CO)=O (5-(benzyloxy)-2-(hydroxymethyl)pyridin-4(1H)-one), C(C)(=O)Cl (acetyl chloride). Solvent: N1=CC=CC=C1 (pyridine). Run at temperature 65 celsius, time 3 hour. Yields the product C(C)(=O)OCC=1NC=C(C(C1)=O)OCC1=CC=CC=C1 ((5-(benzyloxy)-4-oxo-1,4-dihydropyridin-2-yl)methyl acetate). RXN SMILES: [CH2:1]([O:8][C:9]1[C:10](=[O:17])[CH:11]=[C:12]([CH2:15][OH:16])[NH:13][CH:14]=1)[C:2]1[CH:7]=[CH:6][CH:5]=[CH:4][CH:3]=1.[C:18](Cl)(=[O:20])[CH3:19]>N1C=CC=CC=1>[C:18]([O:16][CH2:15][C:12]1[NH:13][CH:14]=[C:9]([O:8][CH2:1][C:2]2[CH:3]=[CH:4][CH:5]=[CH:6][CH:7]=2)[C:10](=[O:17])[CH:11]=1)(=[O:20])[CH3:19]. Procedure details: To a solution of 10 g of 5-(benzyloxy)-2-(hydroxymethyl)pyridin-4(1H)-one in 58 mL of pyridine, 4.6 mL of acetyl chloride was added under cooling with ice, and the mixture was stirred at 60 to 70° C. for 3 hours. The solvent was distilled off under reduced pressure, water was added thereto, and the mixture was stirred under cooling with ice. The solid was filtered off, chloroform was added thereto and the resultant was dried over anhydrous magnesium sulfate, the solvent was distilled off under r... Reactants: OCc1ccc(OCc2ccccc2)cc1F, CCOCC, O, BrP(Br)Br, c1ccncc1. Product: Fc1cc(OCc2ccccc2)ccc1CBr. RXN SMILES: [CH2:1]([c:2]1[cH:3][cH:4][cH:5][cH:6][cH:7]1)[O:8][c:9]1[cH:10][c:11]([F:17])[c:12]([CH2:13][OH:14])[cH:15][cH:16]1.[CH3:28][CH2:29][O:30][CH2:31][CH3:32].[OH2:33].[P:24]([Br:25])([Br:26])[Br:27].[cH:18]1[cH:19][cH:20][n:21][cH:22][cH:23]1>>[CH2:1]([c:2]1[cH:3][cH:4][cH:5][cH:6][cH:7]1)[O:8][c:9]1[cH:10][c:11]([F:17])[c:12]([CH2:13][Br:25])[cH:15][cH:16]1. Reactants: [N+](=O)([O-])C=1C=C(NC(C2=CC=C(C=C2)N(C)C)=O)C=CC1[N+](=O)[O-] (3,4-dinitro-N-(4-dimethylaminobenzoyl)aniline), N1=C2C(=NO1)C=C(C=C2)C=O (benzofurazan-5-carboxaldehyde). Product: N=1ON=C2C1C=CC(=C2)C2=NC1=C(N2)C=CC(=C1)NC(C1=CC=C(C=C1)N(C)C)=O (N-(2-(benzo[c][1,2,5]oxadiazol-5-yl)-1H-benzo[d]imidazol-5-yl)-4-(dimethylamino)benzamide). RXN SMILES: [N+:1]([C:4]1[CH:5]=[C:6]([CH:19]=[CH:20][C:21]=1[N+:22]([O-])=O)[NH:7][C:8](=[O:18])[C:9]1[CH:14]=[CH:13][C:12]([N:15]([CH3:17])[CH3:16])=[CH:11][CH:10]=1)([O-])=O.[N:25]1[O:29][N:28]=[C:27]2[CH:30]=[C:31]([CH:34]=O)[CH:32]=[CH:33][C:26]=12>>[N:25]1[O:29][N:28]=[C:27]2[CH:30]=[C:31]([C:34]3[NH:22][C:21]4[CH:20]=[CH:19][C:6]([NH:7][C:8](=[O:18])[C:9]5[CH:10]=[CH:11][C:12]([N:15]([CH3:16])[CH3:17])=[CH:13][CH:14]=5)=[CH:5][C:4]=4[N:1]=3)[CH:32]=[CH:33][C:26]=12. Reported procedure: Compound 186 was prepared according to the procedure similar to that described in Scheme III from 3,4-dinitro-N-(4-dimethylaminobenzoyl)aniline and benzofurazan-5-carboxaldehyde. [M+H]+ calcd for C22H18N6O2: 399.15; found: 399.47.